This data is from the Open Reaction Database (ORD), a public repository of structured organic reaction records. The task is: describe an organic reaction: reactants, conditions, products, and yield The reactants are C1(=CC=CC=C1)CCC1=CC=C(C=C1)[C@H]1CC[C@H](N1)C(=O)N ((5R)-5-[4-(2-phenylethyl)phenyl]-L-prolinamide), Cl (hydrochloric acid). Run in C(C)OCC (diethyl ether). The product is Cl.C1(=CC=CC=C1)CCC1=CC=C(C=C1)[C@H]1CC[C@H](N1)C(=O)N ((5R)-5-[4-(2-phenylethyl)phenyl]-L-prolinamide hydrochloride). Isolated yield 91.0%. As a reaction SMILES: [C:1]1([CH2:7][CH2:8][C:9]2[CH:14]=[CH:13][C:12]([C@@H:15]3[NH:19][C@H:18]([C:20]([NH2:22])=[O:21])[CH2:17][CH2:16]3)=[CH:11][CH:10]=2)[CH:6]=[CH:5][CH:4]=[CH:3][CH:2]=1.[ClH:23]>C(OCC)C>[ClH:23].[C:1]1([CH2:7][CH2:8][C:9]2[CH:14]=[CH:13][C:12]([C@@H:15]3[NH:19][C@H:18]([C:20]([NH2:22])=[O:21])[CH2:17][CH2:16]3)=[CH:11][CH:10]=2)[CH:6]=[CH:5][CH:4]=[CH:3][CH:2]=1 |f:3.4|. Procedure: To a suspension of (5R)-5-[4-(2-phenylethyl)phenyl]-L-prolinamide (D81, 30 mg, 0.1 mmol) in diethyl ether (2 ml) was added hydrochloric acid (1N in Et2O, 150 μl) and the mixture was triturated. The solvent was removed under vacuum affording the title compound as a white solid (30 mg, 91%). Rt (HPLC): 3.81 min; MS: (ES/+) m/z: 295 [MH]+ C19H22N2O requires 294; 1H NMR (500 MHz, DMSO-d6) δ (ppm): 8.15-8.98 (br.s, 2H); 8.01 (s, 1H); 7.71 (s, 1H); 7.43 (d, 2H); 7.30 (d, 2H); 7.26 (d, 2H); 7.24 (t, 2H... The reactants are C(C)(=O)C=1C=C2C(=CC(=NC2=C(C1O)CCC)C(=O)OC)Cl (Methyl 6-acetyl-4-chloro-7-hydroxy-8-propylquinoline-2-carboxylate), C(C)N (ethylamine), O (water). The solvent is C(C)O (ethanol). The product is C(C)(=O)C=1C=C2C(=CC(=NC2=C(C1O)CCC)C(=O)O)NCC (6-Acetyl-4-ethylamino-7-hydroxy-8-propylquinoline-2-carboxylic acid). Reaction SMILES: [C:1]([C:4]1[CH:5]=[C:6]2[C:11](=[C:12]([CH2:15][CH2:16][CH3:17])[C:13]=1[OH:14])[N:10]=[C:9]([C:18]([O:20]C)=[O:19])[CH:8]=[C:7]2Cl)(=[O:3])[CH3:2].[CH2:23]([NH2:25])[CH3:24].O>C(O)C>[C:1]([C:4]1[CH:5]=[C:6]2[C:11](=[C:12]([CH2:15][CH2:16][CH3:17])[C:13]=1[OH:14])[N:10]=[C:9]([C:18]([OH:20])=[O:19])[CH:8]=[C:7]2[NH:25][CH2:23][CH3:24])(=[O:3])[CH3:2]. Procedure details: Methyl 6-acetyl-4-chloro-7-hydroxy-8-propylquinoline-2-carboxylate (8.9 g; 27.7258 mmole) and ethylamine in ethanol (33% w/w; 24 ml) was heated at 100° C. under pressure (autoclaved) for 28 hours. The mixture was cooled, treated with water and concentrated, followed by extraction with chloroform. The organic extract was washed with water, dried and evaporated to give a red solid (8.1 g; 81%). Reactants: C(Cl)Cl (DCM), Cl (hydrogen chloride), Cl (hydrogen chloride), C(C)(C)(C)OC(=O)NCC1=CC=C(C=C1)NC(=O)C1C(C1(C)C)(C)C (N-(tert-butoxycarbonyl)-4-[(2,2,3,3-tetramethyl-cyclopropanecarbonyl)-amino]-benzylamine). Run in O1CCOCC1 (dioxane), O1CCOCC1 (1,4-dioxane), O1CCOCC1 (dioxane), O1CCOCC1 (1,4-dioxane). Conditions: time 3 hour. Product: CC1(C(C1(C)C)C(=O)NC1=CC=C(CN)C=C1)C (4-[(2,2,3,3-Tetramethyl-cyclopropanecarbonyl)-amino]-benzylamine). The yield is 107.6%. As a reaction SMILES: Cl.C(OC([NH:9][CH2:10][C:11]1[CH:16]=[CH:15][C:14]([NH:17][C:18]([CH:20]2[C:22]([CH3:24])([CH3:23])[C:21]2([CH3:26])[CH3:25])=[O:19])=[CH:13][CH:12]=1)=O)(C)(C)C.C(Cl)Cl>O1CCOCC1>[CH3:25][C:21]1([CH3:26])[C:22]([CH3:23])([CH3:24])[CH:20]1[C:18]([NH:17][C:14]1[CH:13]=[CH:12][C:11]([CH2:10][NH2:9])=[CH:16][CH:15]=1)=[O:19]. Reported procedure: Add 4M hydrogen chloride in dioxane (6.1 mL) to a solution of N-(tert-butoxycarbonyl)-4-[(2,2,3,3-tetramethyl-cyclopropanecarbonyl)-amino]-benzylamine (0.678 g, 1.958 mmol) in anhydrous 1,4-dioxane (12.2 mL) at room temperature. After stirring at room temperature for 3 h, the reaction is a solid mass. Add more 1,4-dioxane (12.2 mL), DCM (24.4 mL) and more 4M hydrogen chloride in dioxane (6.1 mL), and stir overnight. Concentrate in vacuo and partition the residue between saturated aqueous NaHCO3 ...